Dataset: the Open Reaction Database (ORD), a public repository of structured organic reaction records. Task: describe an organic reaction: reactants, conditions, products, and yield Starting materials: ice water, ice, OC[C@H]1[C@H](CCC1)N1C(C=2C(C1=O)=CC=CC2)=O ((±) cis-1-hydroxymethyl-2-phthalimidocyclopentane), C1(=CC=CC=C1)P(C1=CC=CC=C1)C1=CC=CC=C1 (triphenylphosphine), C(C)(C)(C1=CC=CC=C1)C1=CC=C(C=C1)O (4-cumylphenol), N(=NC(=O)OCC)C(=O)OCC (diethyl azodicarboxylate). Solvent: O1CCCC1 (tetrahydrofuran). Reaction conditions: time 48 hour. Product: CC(C)(C1=CC=CC=C1)C1=CC=C(OC[C@H]2[C@H](CCC2)N2C(C=3C(C2=O)=CC=CC3)=O)C=C1 ((±) cis-1-[4-(1-Methyl-1-phenylethyl)phenoxymethyl]-2-phthalimidocyclopentane). Isolated yield 26.8%. Reaction SMILES: [OH:1][CH2:2][C@@H:3]1[CH2:7][CH2:6][CH2:5][C@@H:4]1[N:8]1[C:12](=[O:13])[C:11]2=[CH:14][CH:15]=[CH:16][CH:17]=[C:10]2[C:9]1=[O:18].C1(P(C2C=CC=CC=2)C2C=CC=CC=2)C=CC=CC=1.[C:38]([C:47]1[CH:52]=[CH:51][C:50](O)=[CH:49][CH:48]=1)([C:41]1[CH:46]=[CH:45][CH:44]=[CH:43][CH:42]=1)([CH3:40])[CH3:39].N(C(OCC)=O)=NC(OCC)=O>O1CCCC1>[CH3:40][C:38]([C:41]1[CH:46]=[CH:45][C:44]([O:1][CH2:2][C@@H:3]2[CH2:7][CH2:6][CH2:5][C@@H:4]2[N:8]2[C:9](=[O:18])[C:10]3=[CH:17][CH:16]=[CH:15][CH:14]=[C:11]3[C:12]2=[O:13])=[CH:43][CH:42]=1)([C:47]1[CH:52]=[CH:51][CH:50]=[CH:49][CH:48]=1)[CH3:39]. Procedure details: To an ice cold solution of (±) cis-1-hydroxymethyl-2-phthalimidocyclopentane (1.0 g, 4.08 mmol), triphenylphosphine (1.28 g, 4.9 mmol) and 4-cumylphenol (1.04 g, 4.9 mmol) in dry tetrahydrofuran (40 ml) was added diethyl azodicarboxylate (0.77 ml, 4.9 mmol). The mixture was allowed to warm to room temperature and stirred for 48 h. The reaction was poured into ice water (200 ml) and extracted into diethyl ether (3×100 ml). The combined extracts were washed with brine, dried over sodium sulfate an...